Task: describe an organic reaction: reactants, conditions, products, and yield. Dataset: the Open Reaction Database (ORD), a public repository of structured organic reaction records The reactants are C(C)(=O)OCC (Ethyl acetate), ClC=1C(=C2C(=NC1)NC(=N2)C2=CC=C(C=C2)[N+](=O)[O-])Cl (6,7-Dichloro-2-(4-nitrophenyl)-3H-imidazo[4,5-b]pyridine), NC1=CC=CC=C1 (aniline), O.C1(=CC=C(C=C1)S(=O)(=O)O)C (p-toluenesulfonic acid monohydrate). Solvent: CO (methanol), ClC1=C(C=CC=C1)Cl (o-dichlorobenzene). Reaction conditions: temperature 180 celsius. Yields the product ClC=1C(=C2C(=NC1)NC(=N2)C2=CC=C(C=C2)[N+](=O)[O-])NC2=CC=CC=C2 (6-Chloro-2-(4-nitrophenyl)-N-phenyl-3H-imidazo[4,5-b]pyridin-7-amine). The yield is 77.0%. Reaction SMILES: [Cl:1][C:2]1[C:3](Cl)=[C:4]2[N:10]=[C:9]([C:11]3[CH:16]=[CH:15][C:14]([N+:17]([O-:19])=[O:18])=[CH:13][CH:12]=3)[NH:8][C:5]2=[N:6][CH:7]=1.[NH2:21][C:22]1[CH:27]=[CH:26][CH:25]=[CH:24][CH:23]=1.O.C1(C)C=CC(S(O)(=O)=O)=CC=1.C(OCC)(=O)C>ClC1C=CC=CC=1Cl.CO>[Cl:1][C:2]1[C:3]([NH:21][C:22]2[CH:27]=[CH:26][CH:25]=[CH:24][CH:23]=2)=[C:4]2[N:10]=[C:9]([C:11]3[CH:16]=[CH:15][C:14]([N+:17]([O-:19])=[O:18])=[CH:13][CH:12]=3)[NH:8][C:5]2=[N:6][CH:7]=1 |f:2.3|. Procedure: 6,7-Dichloro-2-(4-nitrophenyl)-3H-imidazo[4,5-b]pyridine (0.73 g, 2.4 mmol), aniline (0.70 ml) and a catalytical amount of p-toluenesulfonic acid monohydrate were dissolved in o-dichlorobenzene (4.0 ml) and heated to 180° C. for 5 h. Ethyl acetate and methanol were added, the mixture stirred and the solid filtered off to afford the title compound (0.68 g, 77%). Yields the product CC(C)(C)OC(=O)NC(CO)CC1(F)CCCCC1. As a reaction SMILES: [CH3:38][OH:39].[F:1][C:2]1([CH2:8][CH:9]2[N:10]([C:16](=[O:17])[O:18][C:19]([CH3:20])([CH3:21])[CH3:22])[C:11]([CH3:14])([CH3:15])[O:12][CH2:13]2)[CH2:3][CH2:4][CH2:5][CH2:6][CH2:7]1.[O:23]=[S:24](=[O:25])([OH:26])[CH2:27][C:28]12[CH2:29][CH2:30][CH:31]([C:32]1([CH3:33])[CH3:34])[CH2:35][C:36]2=[O:37]>>[F:1][C:2]1([CH2:8][CH:9]([NH:10][C:16](=[O:17])[O:18][C:19]([CH3:20])([CH3:21])[CH3:22])[CH2:13][OH:12])[CH2:3][CH2:4][CH2:5][CH2:6][CH2:7]1. Reactants: CO, CC(C)(C)OC(=O)N1C(CC2(F)CCCCC2)COC1(C)C, CC1(C)C2CCC1(CS(=O)(=O)O)C(=O)C2. As a reaction SMILES: [OH:1][CH:2]([CH:5]([C:15]1[CH:20]=[CH:19][CH:18]=[CH:17][CH:16]=1)[O:6][C:7]1[CH:12]=[CH:11][CH:10]=[CH:9][C:8]=1[O:13][CH3:14])[C:3]#[N:4].Br[CH2:22][C:23]([O:25][CH2:26][CH3:27])=[O:24].C(=O)([O-])[O-].[K+].[K+].O>CC(N(C)C)=O>[CH2:26]([O:25][C:23]([CH2:22][O:1][CH:2]([CH:5]([C:15]1[CH:20]=[CH:19][CH:18]=[CH:17][CH:16]=1)[O:6][C:7]1[CH:12]=[CH:11][CH:10]=[CH:9][C:8]=1[O:13][CH3:14])[C:3]#[N:4])=[O:24])[CH3:27] |f:2.3.4|. The solvent is CC(=O)N(C)C (DMA). Procedure details: 2.69 g of 2-hydroxy-3-phenyl-3-(2-methoxy-phenoxy)-propionitrile in 25 ml of anhydrous DMA was stirred with 6.68 g of ethyl bromoacetate in the presence of 2.76 g of anhydrous potassium carbonate. The mixture was heated at 50° C. for 16 hours, poured into water and extracted with ethyl acetate. The organic phase was washed with water, dried over Na2SO4 and concentrated to dryness, to obtain 3.55 g of 2-ethoxycarbonylmethyloxy-3-phenyl-3-(2-methoxy-phenoxy)-propionitrile (oil) (Yield 100%), which... Product: C(C)OC(=O)COC(C#N)C(OC1=C(C=CC=C1)OC)C1=CC=CC=C1 (2-ethoxycarbonylmethyloxy-3-phenyl-3-(2-methoxy-phenoxy)-propionitrile). The yield is 100.0%. The reactants are OC(C#N)C(OC1=C(C=CC=C1)OC)C1=CC=CC=C1 (2-hydroxy-3-phenyl-3-(2-methoxy-phenoxy)-propionitrile), BrCC(=O)OCC (ethyl bromoacetate), C([O-])([O-])=O.[K+].[K+] (potassium carbonate), O (water). Run at temperature 50 celsius. Starting materials: [Br-].CC=1C=C(C[P+](C2=CC=CC=C2)(C2=CC=CC=C2)C2=CC=CC=C2)C=C(C1)C (3,5-Dimethylbenzyltriphenylphosphonium bromide), O=C1N(C(C2=CC=CC=C12)=O)CCCC=1C=C(C=O)C=CC1 (3-(3-(1,3-dioxoisoindolin-2-yl)propyl)benzaldehyde). The product is CC=1C=C(/C=C/C=2C=C(C=CC2)CCCN2C(C3=CC=CC=C3C2=O)=O)C=C(C1)C ((E)-2-(3-(3-(3,5-dimethylstyryl)phenyl)propyl)isoindoline-1,3-dione). RXN SMILES: [Br-].[CH3:2][C:3]1[CH:4]=[C:5]([CH:26]=[C:27]([CH3:29])[CH:28]=1)[CH2:6][P+](C1C=CC=CC=1)(C1C=CC=CC=1)C1C=CC=CC=1.[O:30]=[C:31]1[C:39]2[C:34](=[CH:35][CH:36]=[CH:37][CH:38]=2)[C:33](=[O:40])[N:32]1[CH2:41][CH2:42][CH2:43][C:44]1[CH:45]=[C:46]([CH:49]=[CH:50][CH:51]=1)[CH:47]=O>>[CH3:29][C:27]1[CH:26]=[C:5]([CH:4]=[C:3]([CH3:2])[CH:28]=1)/[CH:6]=[CH:47]/[C:46]1[CH:45]=[C:44]([CH2:43][CH2:42][CH2:41][N:32]2[C:33](=[O:40])[C:34]3[C:39](=[CH:38][CH:37]=[CH:36][CH:35]=3)[C:31]2=[O:30])[CH:51]=[CH:50][CH:49]=1 |f:0.1|. Reported procedure: 3,5-Dimethylbenzyltriphenylphosphonium bromide was coupled with phthalimide 29. Purification by flash chromatography (10 to 50% EtOAc-hexanes gradient) gave (E)-2-(3-(3-(3,5-dimethylstyryl)phenyl)propyl)isoindoline-1,3-dione as a white solid. Yield (0.3263 g, 55%): 1H NMR (400 MHz, DMSO-d6) δ 7.81-7.88 (m, 4H), 7.00-7.44 (m, 6H), 6.71-6.90 (m, 2H), 6.53 (s, 1H), 3.64 (t, J=7.2 Hz, 2H), 2.65 (t, J=7.2 Hz, 2H), 1.70-1.77 (m, 2H), 2.29 (s, 6H). The reactants are Fc1cc(I)ccc1Br, Cc1ccccc1, CCO, [Na+], [Na+], O=C([O-])[O-], O, c1ccc(P(c2ccccc2)(c2ccccc2)[Pd](P(c2ccccc2)(c2ccccc2)c2ccccc2)(P(c2ccccc2)(c2ccccc2)c2ccccc2)P(c2ccccc2)(c2ccccc2)c2ccccc2)cc1, OB(O)c1ccncc1. The product is Fc1cc(-c2ccncc2)ccc1Br. As a reaction SMILES: [Br:17][c:18]1[c:19]([F:25])[cH:20][c:21]([I:24])[cH:22][cH:23]1.[CH3:26][c:27]1[cH:28][cH:29][cH:30][cH:31][cH:32]1.[CH3:33][CH2:34][OH:35].[Na+:1].[Na+:2].[O-:3][C:4](=[O:5])[O-:6].[OH2:7].[cH:36]1[cH:37][cH:38][c:39]([P:40]([Pd:41]([P:42]([c:43]2[cH:44][cH:45][cH:46][cH:47][cH:48]2)([c:49]2[cH:50][cH:51][cH:52][cH:53][cH:54]2)[c:55]2[cH:56][cH:57][cH:58][cH:59][cH:60]2)([P:61]([c:62]2[cH:63][cH:64][cH:65][cH:66][cH:67]2)([c:68]2[cH:69][cH:70][cH:71][cH:72][cH:73]2)[c:74]2[cH:75][cH:76][cH:77][cH:78][cH:79]2)[P:80]([c:81]2[cH:82][cH:83][cH:84][cH:85][cH:86]2)([c:87]2[cH:88][cH:89][cH:90][cH:91][cH:92]2)[c:93]2[cH:94][cH:95][cH:96][cH:97][cH:98]2)([c:99]2[cH:100][cH:101][cH:102][cH:103][cH:104]2)[c:105]2[cH:106][cH:107][cH:108][cH:109][cH:110]2)[cH:111][cH:112]1.[n:8]1[cH:9][cH:10][c:11]([B:14]([OH:15])[OH:16])[cH:12][cH:13]1>>[n:8]1[cH:9][cH:10][c:11](-[c:21]2[cH:20][c:19]([F:25])[c:18]([Br:17])[cH:23][cH:22]2)[cH:12][cH:13]1. The reactants are CO, Cl, COC(=O)CC1COc2cc(OCc3cccc(-c4c(C)cc(OCCCS(C)(=O)=O)c(F)c4C)c3)ccc21, [Na+], C1CCOC1, [OH-], O. The product is Cc1cc(OCCCS(C)(=O)=O)c(F)c(C)c1-c1cccc(COc2ccc3c(c2)OCC3CC(=O)O)c1. RXN SMILES: [CH3:40][OH:41].[ClH:44].[F:1][c:2]1[c:3]([CH3:39])[c:4](-[c:17]2[cH:18][c:19]([CH2:23][O:24][c:25]3[cH:26][c:27]4[c:28]([cH:37][cH:38]3)[CH:29]([CH2:32][C:33](=[O:34])[O:35][CH3:36])[CH2:30][O:31]4)[cH:20][cH:21][cH:22]2)[c:5]([CH3:16])[cH:6][c:7]1[O:8][CH2:9][CH2:10][CH2:11][S:12](=[O:13])(=[O:14])[CH3:15].[Na+:43].[O:46]1[CH2:47][CH2:48][CH2:49][CH2:50]1.[OH-:42].[OH2:45]>>[F:1][c:2]1[c:3]([CH3:39])[c:4](-[c:17]2[cH:18][c:19]([CH2:23][O:24][c:25]3[cH:26][c:27]4[c:28]([cH:37][cH:38]3)[CH:29]([CH2:32][C:33](=[O:34])[OH:35])[CH2:30][O:31]4)[cH:20][cH:21][cH:22]2)[c:5]([CH3:16])[cH:6][c:7]1[O:8][CH2:9][CH2:10][CH2:11][S:12](=[O:13])(=[O:14])[CH3:15]. Run at temperature -3 celsius. Solvent: C(Cl)Cl (CH2Cl2), C(Cl)Cl (CH2Cl2). Procedure details: A solution of 1M boron tribromide in CH2Cl2 (2.37 mL) was dropped into another solution containing 0.74 g of 1-(N-phenyl-2-aminoethyl)-4-(2-methoxyphenyl) piperazine in 10 mL of CH2Cl2 stirred at -3° C. in nitrogen atmosphere. Subsequently, 0.25 mL of acetonitrile at room temperature was added and the mixture was stirred for 1 h at room temperature and for 8 h until precipitation. After cooling at room temperature, the mixture was treated with a 10% aqueous solution of Na2CO3 and the organic pha... As a reaction SMILES: B(Br)(Br)Br.[C:5]1([NH:11][CH2:12][CH2:13][N:14]2[CH2:19][CH2:18][N:17]([C:20]3[CH:25]=[CH:24][CH:23]=[CH:22][C:21]=3[O:26][CH3:27])[CH2:16][CH2:15]2)[CH:10]=[CH:9][CH:8]=[CH:7][CH:6]=1.[C:28](#N)[CH3:29].C([O-])([O-])=[O:32].[Na+].[Na+]>C(Cl)Cl>[C:28]([C:10]1[CH:9]=[CH:8][CH:7]=[CH:6][C:5]=1[NH:11][CH2:12][CH2:13][N:14]1[CH2:15][CH2:16][N:17]([C:20]2[CH:25]=[CH:24][CH:23]=[CH:22][C:21]=2[O:26][CH3:27])[CH2:18][CH2:19]1)(=[O:32])[CH3:29] |f:3.4.5|. The product is C(C)(=O)C1=C(C=CC=C1)NCCN1CCN(CC1)C1=C(C=CC=C1)OC (1-[N-(2-acetylphenyl)-2-aminoethyl]-4-(2-methoxyphenyl)piperazine). The reactants are C1(=CC=CC=C1)NCCN1CCN(CC1)C1=C(C=CC=C1)OC (1-(N-phenyl-2-aminoethyl)-4-(2-methoxyphenyl) piperazine), B(Br)(Br)Br (boron tribromide), aqueous solution, C(=O)([O-])[O-].[Na+].[Na+] (Na2CO3), C(C)#N (acetonitrile).